This data is from the Open Reaction Database (ORD), a public repository of structured organic reaction records. The task is: describe an organic reaction: reactants, conditions, products, and yield Starting materials: SC1=NC=C(C=C1)[N+](=O)[O-] (2-mercapto-5-nitropyridine), Cl.ClCC1=NN=CN1CCC (3-chloromethyl-4-propyl-4H-1,2,4-triazole hydrochloride), C([O-])([O-])=O.[K+].[K+] (potassium carbonate). Run in CN(C=O)C (N,N-dimethylformamide). Reaction conditions: time 8 hour. The product is [N+](=O)([O-])C=1C=CC(=NC1)SCC1=NN=CN1CCC (5-nitro-2-(4-propyl-4H-1,2,4-triazol-3-yl)methylthiopyridine). Isolated yield 89.5%. As a reaction SMILES: [SH:1][C:2]1[CH:7]=[CH:6][C:5]([N+:8]([O-:10])=[O:9])=[CH:4][N:3]=1.Cl.Cl[CH2:13][C:14]1[N:18]([CH2:19][CH2:20][CH3:21])[CH:17]=[N:16][N:15]=1.C(=O)([O-])[O-].[K+].[K+]>CN(C)C=O>[N+:8]([C:5]1[CH:6]=[CH:7][C:2]([S:1][CH2:13][C:14]2[N:18]([CH2:19][CH2:20][CH3:21])[CH:17]=[N:16][N:15]=2)=[N:3][CH:4]=1)([O-:10])=[O:9] |f:1.2,3.4.5|. Procedure details: 2-mercapto-5-nitropyridine (5.0 g), 3-chloromethyl-4-propyl-4H-1,2,4-triazole hydrochloride (6.3 g) and potassium carbonate (11 g) was added to N,N-dimethylformamide (100 ml), and the mixture was stirred overnight at room temperature. The solvent was distilled off, and to the residue was added water, and the mixture was extracted with ethyl acetate. The organic layer was washed with water and saturated brine, and dried over anhydrous magnesium sulfate. The solvent was distilled off, to give 5-ni... Reactants: N(=NC(=O)N1CCCCC1)C(=O)N1CCCCC1 (1,1′-(azodicarbonyl)dipiperidine), OC1=CC=C(C=C1)/C=C/C(=O)OC (methyl (2E)-3-(4-hydroxyphenyl)acrylate), C(C)OCCOC1=CC(=C(C(=C1)C)C1=CC(=CC=C1)CO)C ([4′-(2-ethoxyethoxy)-2′,6′-dimethylbiphenyl-3-yl]methanol), C(CCC)P(CCCC)CCCC (tributylphosphine). The solvent is C1(=CC=CC=C1)C (toluene), CCCCCC (Hexane). Run at time 24 hour. The product is C(C)OCCOC1=CC(=C(C(=C1)C)C1=CC(=CC=C1)COC1=CC=C(C=C1)/C=C/C(=O)OC)C (methyl (2E)-3-(4-{[4′-(2-ethoxyethoxy)-2′,6′-dimethylbiphenyl-3-yl]methoxy}phenyl)acrylate). Isolated yield 85.8%. Reaction SMILES: [OH:1][C:2]1[CH:7]=[CH:6][C:5](/[CH:8]=[CH:9]/[C:10]([O:12][CH3:13])=[O:11])=[CH:4][CH:3]=1.[CH2:14]([O:16][CH2:17][CH2:18][O:19][C:20]1[CH:25]=[C:24]([CH3:26])[C:23]([C:27]2[CH:32]=[CH:31][CH:30]=[C:29]([CH2:33]O)[CH:28]=2)=[C:22]([CH3:35])[CH:21]=1)[CH3:15].C(P(CCCC)CCCC)CCC.N(C(N1CCCCC1)=O)=NC(N1CCCCC1)=O>C1(C)C=CC=CC=1.CCCCCC>[CH2:14]([O:16][CH2:17][CH2:18][O:19][C:20]1[CH:25]=[C:24]([CH3:26])[C:23]([C:27]2[CH:32]=[CH:31][CH:30]=[C:29]([CH2:33][O:1][C:2]3[CH:3]=[CH:4][C:5](/[CH:8]=[CH:9]/[C:10]([O:12][CH3:13])=[O:11])=[CH:6][CH:7]=3)[CH:28]=2)=[C:22]([CH3:35])[CH:21]=1)[CH3:15]. Reported procedure: A solution of methyl (2E)-3-(4-hydroxyphenyl)acrylate (0.713 g, 4.00 mmol), [4′-(2-ethoxyethoxy)-2′,6′-dimethylbiphenyl-3-yl]methanol (1.20 g, 4.00 mmol) and tributylphosphine (1.29 g, 6.40 mmol) in toluene (65 mL) was stirred, 1,1′-(azodicarbonyl)dipiperidine (1.61 g, 6.40 mmol) was added in small portions, and the mixture was stirred at room temperature for 24 hr. Hexane (35 mL) was added to the reaction mixture. The precipitated insoluble material was filtrated, and the filtrate was concentra... Starting materials: CCOC(=O)c1ccc(C#N)c(F)c1, C1CCOC1. Product: N#Cc1ccc(CO)cc1F. RXN SMILES: [C:1](#[N:2])[c:3]1[c:4]([F:14])[cH:5][c:6]([C:7](=[O:8])[O:9][CH2:10][CH3:11])[cH:12][cH:13]1.[CH2:15]1[O:16][CH2:17][CH2:18][CH2:19]1>>[C:1](#[N:2])[c:3]1[c:4]([F:14])[cH:5][c:6]([CH2:7][OH:8])[cH:12][cH:13]1. The reactants are OC(CN)C=1N=C(SC1)C1=CC=CC=C1 (2-Hydroxy-2-(2-phenyl-thiazol-4-yl)ethanamine), C(=O)(OC)COC1=CC=C(C=C1)CC(C)=O (1-(4-carbomethoxymethoxyphenyl)-propan-2-one), Cl (hydrochloric acid), C(C)(=O)O (acetic acid), C(#N)[BH3-].[Na+] (sodium cyanoborohydride), C([O-])(O)=O.[Na+] (sodium bicarbonate). Run in CO (methanol). Run at time 20 hour. Yields the product C(=O)(OC)COC1=CC=C(C=C1)CC(C)NCC(C=1N=C(SC1)C1=CC=CC=C1)O (N-[2-(4-Carbomethoxymethoxyphenyl)-1-methylethyl]-2-hydroxy-2-(2-phenyl-thiazol-4-yl)ethanamine). RXN SMILES: [OH:1][CH:2]([C:5]1[N:6]=[C:7]([C:10]2[CH:15]=[CH:14][CH:13]=[CH:12][CH:11]=2)[S:8][CH:9]=1)[CH2:3][NH2:4].[C:16]([CH2:20][O:21][C:22]1[CH:27]=[CH:26][C:25]([CH2:28][C:29](=O)[CH3:30])=[CH:24][CH:23]=1)([O:18][CH3:19])=[O:17].C(O)(=O)C.C([BH3-])#N.[Na+].Cl.C(=O)(O)[O-].[Na+]>CO>[C:16]([CH2:20][O:21][C:22]1[CH:23]=[CH:24][C:25]([CH2:28][CH:29]([NH:4][CH2:3][CH:2]([OH:1])[C:5]2[N:6]=[C:7]([C:10]3[CH:15]=[CH:14][CH:13]=[CH:12][CH:11]=3)[S:8][CH:9]=2)[CH3:30])=[CH:26][CH:27]=1)([O:18][CH3:19])=[O:17] |f:3.4,6.7|. Reported procedure: 1.32 g (0.006 mol) of 2-Hydroxy-2-(2-phenyl-thiazol-4-yl)ethanamine and 1.33 g (0.006 mol) of 1-(4-carbomethoxymethoxyphenyl)-propan-2-one are dissolved in 40 ml of absolute methanol, and 0.34 ml (0.006 mol) of glacial acetic acid and 0.37 g (0.006 mol) of sodium cyanoborohydride are added and the mixture is stirred at room temperature for 20 hours. It is then poured onto ice, and the mixture is acidified with hydrochloric acid, made alkaline with sodium bicarbonate solution and extracted with c...